Task: describe an organic reaction: reactants, conditions, products, and yield. Dataset: the Open Reaction Database (ORD), a public repository of structured organic reaction records Starting materials: CC(CCC)=O (2-pentanone), O.C(C=O)(=O)O (glyoxylic acid monohydrate), P(O)(O)(O)=O (phosphoric acid). Run in C(C)OCC.ClCCl (ethyl ether dichloromethane). Product: O=C(C=CC(=O)O)CCC (4-keto-hept-2-enoic acid). RXN SMILES: [CH3:1][C:2](=[O:6])[CH2:3][CH2:4][CH3:5].O.[C:8]([OH:12])(=[O:11])[CH:9]=O.P(=O)(O)(O)O>C(OCC)C.ClCCl>[O:6]=[C:2]([CH2:3][CH2:4][CH3:5])[CH:1]=[CH:9][C:8]([OH:12])=[O:11] |f:1.2,4.5|. Procedure details: A mixture of 2-pentanone (17.1 g, 198 mmol), glyoxylic acid monohydrate (8.05 g, 88 mmol) and about 85% phosphoric acid (12 ml) was warmed at ca. 80° for 19 hours. On cooling to room temperature the mixture was diluted with ethyl ether/dichloromethane (100 ml, 1:1) and washed thoroughly with brine. Evaporation of the dried (magnesium sulphate) organic phase gave a yellow viscous oil, which on crystallization from ethyl ether/petroleum ether gave 4-keto-hept-2-enoic acid as colorless prisms: mp 1... Starting materials: CC(C)(C)O, CCCCI, CC(C)(C)[O-], COc1cc2c(c(Cl)c1Cl)C(=O)C(C1CCCC1)C2, [K+], N#N, O, c1ccccc1. Yields the product CCCCC1(C2CCCC2)Cc2cc(OC)c(Cl)c(Cl)c2C1=O. As a reaction SMILES: [C:39]([OH:40])([CH3:41])([CH3:42])[CH3:43].[CH2:28]([CH2:29][CH2:30][CH3:31])[I:32].[CH3:22][C:23]([CH3:24])([O-:25])[CH3:26].[Cl:1][c:2]1[c:3]([O:18][CH3:19])[cH:4][c:5]2[c:9]([c:10]1[Cl:11])[C:8](=[O:12])[CH:7]([CH:13]1[CH2:14][CH2:15][CH2:16][CH2:17]1)[CH2:6]2.[K+:27].[N:20]#[N:21].[OH2:44].[cH:33]1[cH:34][cH:35][cH:36][cH:37][cH:38]1>>[Cl:1][c:2]1[c:3]([O:18][CH3:19])[cH:4][c:5]2[c:9]([c:10]1[Cl:11])[C:8](=[O:12])[C:7]([CH:13]1[CH2:14][CH2:15][CH2:16][CH2:17]1)([CH2:28][CH2:29][CH2:30][CH3:31])[CH2:6]2.